This data is from the Open Reaction Database (ORD), a public repository of structured organic reaction records. The task is: describe an organic reaction: reactants, conditions, products, and yield Reactants: C[C@H]1[C@@H](C1)C(=O)O (Racemic trans-2-methylcyclopropanecarboxylic acid), N[C@@H](CC1=CC=CC=C1)CO ((S)-phenylalaninol), N[C@H](CO)CC1=CC=CC=C1 ((S)-2-Amino-3-phenyl-1-propanol). Run in C(C)(=O)OCC (ethyl acetate). Run at temperature 67.5 celsius, time 20 hour. Product: C[C@H]1[C@@H](C1)C(=O)O.N[C@H](CO)CC1=CC=CC=C1 ((S)-2-amino-3-phenyl-1-propanol (R,R)-2-methylcyclopropanecarboxylic acid), C[C@H]1[C@@H](C1)C(=O)O (racemic trans-2-methylcyclopropanecarboxylic acid). Reaction SMILES: [CH3:1][C@@H:2]1[CH2:4][C@H:3]1[C:5]([OH:7])=[O:6].[NH2:8][C@@H:9]([CH2:12][C:13]1[CH:18]=[CH:17][CH:16]=[CH:15][CH:14]=1)[CH2:10][OH:11]>C(OCC)(=O)C>[CH3:1][C@@H:2]1[CH2:4][C@H:3]1[C:5]([OH:7])=[O:6].[NH2:8][C@@H:9]([CH2:12][C:13]1[CH:18]=[CH:17][CH:16]=[CH:15][CH:14]=1)[CH2:10][OH:11].[CH3:1][C@@H:2]1[CH2:4][C@H:3]1[C:5]([OH:7])=[O:6] |f:3.4|. Reported procedure: Racemic trans-2-methylcyclopropanecarboxylic acid (20 g, 0.2 mol) is dissolved in ethyl acetate (200 mL). (S)-2-Amino-3-phenyl-1-propanol [also known as (S)-phenylalaninol] (15.6 g, 0.103 mol, 0.51 equiv) is added in one portion, and the mixture heated to 65-70° C. After crystallization, which may be facilitated by seeding, the suspension is stirred at room temperature 20 h, then filtered; and the crystals are washed with ethyl acetate (2×15 mL). The crystals are dried at 40° C. under vacuum for... Starting materials: CCO, O=C(O)Cc1c(F)cccc1F, NN, O, O=S(=O)(O)O. Product: NNC(=O)Cc1c(F)cccc1F. As a reaction SMILES: [CH3:21][CH2:22][OH:23].[F:1][c:2]1[c:3]([CH2:9][C:10](=[O:11])[OH:12])[c:4]([F:8])[cH:5][cH:6][cH:7]1.[NH2:19][NH2:20].[OH2:18].[S:13](=[O:14])(=[O:15])([OH:16])[OH:17]>>[F:1][c:2]1[c:3]([CH2:9][C:10](=[O:12])[NH:19][NH2:20])[c:4]([F:8])[cH:5][cH:6][cH:7]1. Reactants: O=C([O-])O, C1CCOC1, CC(=O)N1CCc2c(c(-c3ccc(Cl)c([N+](=O)[O-])c3)nn2CC(O)CN2CCN(c3ccccc3C)CC2)C1, Cl, [Na+], O. The product is CC(=O)N1CCc2c(c(-c3ccc(Cl)c(N)c3)nn2CC(O)CN2CCN(c3ccccc3C)CC2)C1. Reaction SMILES: [C:41](=[O:42])([OH:43])[O-:44].[CH2:47]1[O:48][CH2:49][CH2:50][CH2:51]1.[Cl:1][c:2]1[c:3]([N+:37]([O-:38])=[O:39])[cH:4][c:5](-[c:8]2[n:9][n:10]([CH2:20][CH:21]([CH2:22][N:23]3[CH2:24][CH2:25][N:26]([c:29]4[c:30]([CH3:35])[cH:31][cH:32][cH:33][cH:34]4)[CH2:27][CH2:28]3)[OH:36])[c:11]3[c:12]2[CH2:13][N:14]([C:17]([CH3:18])=[O:19])[CH2:15][CH2:16]3)[cH:6][cH:7]1.[ClH:40].[Na+:45].[OH2:46]>>[Cl:1][c:2]1[c:3]([NH2:37])[cH:4][c:5](-[c:8]2[n:9][n:10]([CH2:20][CH:21]([CH2:22][N:23]3[CH2:24][CH2:25][N:26]([c:29]4[c:30]([CH3:35])[cH:31][cH:32][cH:33][cH:34]4)[CH2:27][CH2:28]3)[OH:36])[c:11]3[c:12]2[CH2:13][N:14]([C:17]([CH3:18])=[O:19])[CH2:15][CH2:16]3)[cH:6][cH:7]1. Starting materials: C(C1=CC=CC=C1)[Mg]Cl (Benzylmagnesium chloride), C(C1=CC=CC=C1)[Mg]Cl (benzylmagnesium chloride), Cl (hydrochloric acid), O=C(CCCCC(=O)NC1=CC=C(C=C1)OC)N(C)OC (6-Oxo-6-(N,O-dimethylhydroxylamino)-N-(4-methoxyphenyl) hexanamide). Solvent: O1CCCC1 (tetrahydrofuran), O1CCCC1 (tetrahydrofuran), O1CCCC1 (tetrahydrofuran). Run at temperature -78 celsius, time 24 hour. The product is COC1=CC=C(C=C1)NC(CCCCC(CC1=CC=CC=C1)=O)=O (N-(4-Methoxyphenyl)-6-oxo-7-phenylheptanamide). As a reaction SMILES: [O:1]=[C:2](N(OC)C)[CH2:3][CH2:4][CH2:5][CH2:6][C:7]([NH:9][C:10]1[CH:15]=[CH:14][C:13]([O:16][CH3:17])=[CH:12][CH:11]=1)=[O:8].[CH2:22]([Mg]Cl)[C:23]1[CH:28]=[CH:27][CH:26]=[CH:25][CH:24]=1.Cl>O1CCCC1>[CH3:17][O:16][C:13]1[CH:12]=[CH:11][C:10]([NH:9][C:7](=[O:8])[CH2:6][CH2:5][CH2:4][CH2:3][C:2](=[O:1])[CH2:22][C:23]2[CH:28]=[CH:27][CH:26]=[CH:25][CH:24]=2)=[CH:15][CH:14]=1. Procedure details: 6-Oxo-6-(N,O-dimethylhydroxylamino)-N-(4-methoxyphenyl) hexanamide (454 mg) was dissolved in tetrahydrofuran (13 mL) and cooled to -78° C. Benzylmagnesium chloride in tetrahydrofuran (2.0M, 1.6 mL) was added and reaction was warmed to 20° C. After 24 hours, additional benzylmagnesium chloride in tetrahydrofuran (2.0M, 0.4 mL) was added. After 24 hours, 1.0M aqueous hydrochloric acid (10 mL) was added and reaction extracted using dichloromethane (2×15 mL). The combined organic extracts were dried... Isolated yield 65.7%. Solvent: C(=S)=S (carbon disulfide), C(=S)=S (carbon disulfide). RXN SMILES: [C:1]1([CH2:7][CH2:8][CH2:9][C:10]([O:12][CH3:13])=[O:11])[CH:6]=[CH:5][CH:4]=[CH:3][CH:2]=1.[Cl-].[Al+3].[Cl-].[Cl-].[C:18]1([CH2:24][C:25](Cl)=[O:26])[CH:23]=[CH:22][CH:21]=[CH:20][CH:19]=1>C(=S)=S>[C:18]1([CH2:24][C:25]([C:4]2[CH:5]=[CH:6][C:1]([CH2:7][CH2:8][CH2:9][C:10]([O:12][CH3:13])=[O:11])=[CH:2][CH:3]=2)=[O:26])[CH:23]=[CH:22][CH:21]=[CH:20][CH:19]=1 |f:1.2.3.4|. Reactants: C1(=CC=CC=C1)CCCC(=O)OC (methyl 4-phenylbutyrate), [Cl-].[Al+3].[Cl-].[Cl-] (aluminium chloride), C1(=CC=CC=C1)CC(=O)Cl (phenylacetyl chloride), ice water. Conditions: time 3 hour. Procedure: To a solution of 25.0 g of methyl 4-phenylbutyrate in 100 ml of carbon disulfide, 37.3 g of anhydrous aluminium chloride was added and then a solution of 43.3 g of phenylacetyl chloride in 25 ml of carbon disulfide was added dropwise, and the mixture was stirred at room temperature for 3 hours. The reaction mixture was poured into ice-water and extracted with methylene chloride. The methylene chloride layer was washed with aqueous potassium carbonate solution, dried, and then the solvent was rem... Product: C1(=CC=CC=C1)CC(=O)C1=CC=C(C=C1)CCCC(=O)OC (Methyl 4-[4-(Phenylacetyl)phenyl]butyrate). Reactants: [Br-], CC[Mg+], C1CCOC1, CCCCCC, CCOC(C)=O, CCOCC, O=Cc1ccc(F)c(F)c1. RXN SMILES: [Br-:11].[CH2:12]([CH3:13])[Mg+:14].[CH2:15]1[O:16][CH2:17][CH2:18][CH2:19]1.[CH3:20][CH2:21][CH2:22][CH2:23][CH2:24][CH3:25].[CH3:26][CH2:27][O:28][C:29]([CH3:30])=[O:31].[CH3:32][CH2:33][O:34][CH2:35][CH3:36].[F:1][c:2]1[cH:3][c:4]([CH:5]=[O:6])[cH:7][cH:8][c:9]1[F:10]>>[F:1][c:2]1[cH:3][c:4]([CH:5]([OH:6])[CH2:12][CH3:13])[cH:7][cH:8][c:9]1[F:10]. Yields the product CCC(O)c1ccc(F)c(F)c1. Reactants: Cl.O1C(=CC=C1)C(=O)N1N=C(NC2=C1C=CN=C2)C2=CC=CC=C2 (1-Furoyl-3-phenyl-1,4-dihydropyrido[3,4-e]-as-triazine hydrochloride). Solvent: C(C)N(CC)CC (triethyl amine). Product: O1C(=CC=C1)C(=O)N1N=C(NC2=C1C=CN=C2)C2=CC=CC=C2 (1-furoyl-3-phenyl-1,4-dihydropyrido[3,4-e]-as-triazine). Isolated yield 95.0%. As a reaction SMILES: Cl.[O:2]1[CH:6]=[CH:5][CH:4]=[C:3]1[C:7]([N:9]1[C:14]2[CH:15]=[CH:16][N:17]=[CH:18][C:13]=2[NH:12][C:11]([C:19]2[CH:24]=[CH:23][CH:22]=[CH:21][CH:20]=2)=[N:10]1)=[O:8]>C(N(CC)CC)C>[O:2]1[CH:6]=[CH:5][CH:4]=[C:3]1[C:7]([N:9]1[C:14]2[CH:15]=[CH:16][N:17]=[CH:18][C:13]=2[NH:12][C:11]([C:19]2[CH:20]=[CH:21][CH:22]=[CH:23][CH:24]=2)=[N:10]1)=[O:8] |f:0.1|. Reported procedure: 1-Furoyl-3-phenyl-1,4-dihydropyrido[3,4-e]-as-triazine hydrochloride, prepared as described in Example 8, is treated with an ethanolic solution of triethyl amine to obtain 1-furoyl-3-phenyl-1,4-dihydropyrido[3,4-e]-as-triazine with a yield of 95%; m.p.: 202°-203° C. Starting materials: COC1=CC=C2C=CC=C(C2=C1)CCNC(C)=O (N-[2-(7-methoxy-1-naphthyl)ethyl]acetamide), I (hydriodic acid), S(O)(O)(=O)=O (sulphuric acid), II (iodine), HIO3. The solvent is solution, O (water), O (water), C(C)(=O)O (acetic acid). Reaction conditions: temperature 65 celsius, time 2 hour. Yields the product IC=1C=C(C2=CC(=CC=C2C1)OC)CCNC(C)=O (N-[2-(3-Iodo-7-methoxy-1-naphthyl)ethyl]acetamide). As a reaction SMILES: S(=O)(=O)(O)O.[CH3:6][O:7][C:8]1[CH:17]=[C:16]2[C:11]([CH:12]=[CH:13][CH:14]=[C:15]2[CH2:18][CH2:19][NH:20][C:21](=[O:23])[CH3:22])=[CH:10][CH:9]=1.[I:24]I.I>O.C(O)(=O)C>[I:24][C:13]1[CH:14]=[C:15]([CH2:18][CH2:19][NH:20][C:21](=[O:23])[CH3:22])[C:16]2[C:11]([CH:12]=1)=[CH:10][CH:9]=[C:8]([O:7][CH3:6])[CH:17]=2. Procedure details: A solution is formed by adding 46.25 ml of glacial acetic acid and 1.25 ml of concentrated sulphuric acid to 2.5 ml of water. 2.5 g of N-[2-(7-methoxy-1-naphthyl)ethyl]acetamide (10.31 mmol) are dissolved in 30 ml of that solution. 2.09 g of iodine (8.25 mmol) and 0.91 g of HIO3 (5.16 mmol) are then added to the reaction mixture, causing a grey precipitate to appear in a solution that has turned red. The reaction mixture is heated for 15 hours at 65° C., 5.14 ml of concentrated hydriodic acid (1... The reactants are [N+](=O)([O-])C1=CC=C(C=C1)O[Si](C(C)(C)C)(C)C (1-nitro-4-(1,1,2,2-tetramethyl-1-silapropoxy)benzene). The reagents and catalysts are [Pd] (Pd/C). The solvent is C(C)(=O)OCC (ethyl acetate). Yields the product C[Si](C(C)(C)C)(OC1=CC=C(C=C1)N)C (4-(1,1,2,2-tetramethyl-1-silapropoxy)phenylamine). As a reaction SMILES: [N+:1]([C:4]1[CH:9]=[CH:8][C:7]([O:10][Si:11]([CH3:17])([CH3:16])[C:12]([CH3:15])([CH3:14])[CH3:13])=[CH:6][CH:5]=1)([O-])=O>C(OCC)(=O)C.[Pd]>[CH3:17][Si:11]([CH3:16])([O:10][C:7]1[CH:6]=[CH:5][C:4]([NH2:1])=[CH:9][CH:8]=1)[C:12]([CH3:15])([CH3:14])[CH3:13]. Procedure: A solution of 1-nitro4-(1,1,2,2-tetramethyl-1-silapropoxy)benzene (7.8 g, 30.8 mmol) (from Example 19a supra) and 10% Pd/C (0.70 g) (Aldrich) in ethyl acetate (100 mL) was hydrogenated for 1 day. The reaction mixture was filtered though Celite® and concentrated. The residue was purified by flash chromatography eluting with ethyl acetate/hexanes (1:9 V/N)) to afford 4-(1,1,2,2-tetramethyl-1-silapropoxy)phenylamine. (Yield 6.7 g, 97%). The reactants are CC(=O)c1cccc(C#N)c1, [Na+], OCCO, O=C([O-])O, c1ccccc1. Yields the product CC1(c2cccc(C#N)c2)OCCO1. RXN SMILES: [C:1]([CH3:2])(=[O:3])[c:4]1[cH:5][c:6]([C:7]#[N:8])[cH:9][cH:10][cH:11]1.[Na+:16].[OH:12][CH2:13][CH2:14][OH:15].[OH:17][C:18](=[O:19])[O-:20].[cH:21]1[cH:22][cH:23][cH:24][cH:25][cH:26]1>>[C:1]1([CH3:2])([c:4]2[cH:5][c:6]([C:7]#[N:8])[cH:9][cH:10][cH:11]2)[O:3][CH2:14][CH2:13][O:12]1.